From a dataset of the Open Reaction Database (ORD), a public repository of structured organic reaction records. describe an organic reaction: reactants, conditions, products, and yield Reactants: N1=C(C=CC=C1)N(C(=O)C1=CC2=C(N(C(=N2)CNC2=CC=C(C=C2)C(NC(=O)OCC2=CC=CC=C2)=N)C)C=C1)CCC(=O)OCC (1-methyl-2-[N-[4-(N-benzyloxycarbonylamidino)phenyl]-aminomethyl]-benzimidazol-5-yl-carboxylic acid-N-(2-pyridyl)-N-(2-ethoxycarbonylethyl)-amide), [OH-].[Na+] (sodium hydroxide), C33H31N7O5. Solvent: ClCCl.CO (dichloromethane methanol). The product is N1=C(C=CC=C1)N(C(=O)C1=CC2=C(N(C(=N2)CNC2=CC=C(C=C2)C(NC(=O)OCC2=CC=CC=C2)=N)C)C=C1)CCC(=O)O (1-Methyl-2-[N-[4-(N-benzyloxycarbonylamidino)phenyl]-amino-methyl]-benzimidazol-5-yl-carboxylic acid-N-(2-pyridyl)-N-(2-hydroxycarbonylethyl)-amide). Yield: 62.0%. Reaction SMILES: [N:1]1[CH:6]=[CH:5][CH:4]=[CH:3][C:2]=1[N:7]([CH2:41][CH2:42][C:43]([O:45]CC)=[O:44])[C:8]([C:10]1[CH:40]=[CH:39][C:13]2[N:14]([CH3:38])[C:15]([CH2:17][NH:18][C:19]3[CH:24]=[CH:23][C:22]([C:25](=[NH:37])[NH:26][C:27]([O:29][CH2:30][C:31]4[CH:36]=[CH:35][CH:34]=[CH:33][CH:32]=4)=[O:28])=[CH:21][CH:20]=3)=[N:16][C:12]=2[CH:11]=1)=[O:9].[OH-].[Na+]>ClCCl.CO>[N:1]1[CH:6]=[CH:5][CH:4]=[CH:3][C:2]=1[N:7]([CH2:41][CH2:42][C:43]([OH:45])=[O:44])[C:8]([C:10]1[CH:40]=[CH:39][C:13]2[N:14]([CH3:38])[C:15]([CH2:17][NH:18][C:19]3[CH:20]=[CH:21][C:22]([C:25](=[NH:37])[NH:26][C:27]([O:29][CH2:30][C:31]4[CH:32]=[CH:33][CH:34]=[CH:35][CH:36]=4)=[O:28])=[CH:23][CH:24]=3)=[N:16][C:12]=2[CH:11]=1)=[O:9] |f:1.2,3.4|. Procedure details: Prepared analogously to Example 104 from 1-methyl-2-[N-[4-(N-benzyloxycarbonylamidino)phenyl]-aminomethyl]-benzimidazol-5-yl-carboxylic acid-N-(2-pyridyl)-N-(2-ethoxycarbonylethyl)-amide and sodium hydroxide solution. Yield: 62% of theory, C33H31N7O5 (605.7) Rf value: 0.26 (silica gel; dichloromethane/methanol=9:1) ##EQU133##